This data is from the Open Reaction Database (ORD), a public repository of structured organic reaction records. The task is: describe an organic reaction: reactants, conditions, products, and yield Starting materials: B(OC)(OC)OC (trimethyl borate), OS(=O)(=O)O (H2SO4), C1(CCCCC1)CBr (cyclohexylmethyl bromide), [Mg] (magnesium), [Mg] (magnesium), OC(C)(C)C(C)(C)O (pinacol). The solvent is C(C)OCC (diethyl ether), C(C)OCC (diethyl ether), C(C)OCC (diethyl ether), C(C)OCC (diethyl ether), CO (methanol). Run at time 2 hour. The product is C1(CCCCC1)CB1OC(C(O1)(C)C)(C)C (2-cyclohexylmethyl,4,4,5,5-tetramethyl-1,3,2-dioxaborolane). Reaction SMILES: [CH:1]1([CH2:7]Br)[CH2:6][CH2:5][CH2:4][CH2:3][CH2:2]1.[Mg].[B:10](OC)(OC)OC.OS(O)(=O)=O.[OH:22][C:23]([C:26]([OH:29])([CH3:28])[CH3:27])([CH3:25])[CH3:24]>C(OCC)C.CO>[CH:1]1([CH2:7][B:10]2[O:29][C:26]([CH3:28])([CH3:27])[C:23]([CH3:25])([CH3:24])[O:22]2)[CH2:6][CH2:5][CH2:4][CH2:3][CH2:2]1. Procedure: 62.9 ml of cyclohexylmethyl bromide are slowly added dropwise to 12.0 g of magnesium and 200 ml of diethyl ether. After the magnesium has dissolved, the solution of the Grignard compound is added dropwise to a solution of 50.3 ml of trimethyl borate in 100 ml of diethyl ether which has been precooled to -78° C. in such a way that the temperature does not rise above -55° C., and the mixture is then stirred at R.T. for 2 h. Then, while cooling in ice, 113 ml of 40% strength H2SO4 are added in such... Reactants: ClC=1C=C(C=CC1C(C(C(F)(F)F)(O)C1=CC(=NC=C1)Cl)C)OS(=O)(=O)C(F)(F)F (trifluoromethanesulfonic acid 3-chloro-4-[2-(2-chloro-pyridin-4-yl)-3,3,3-trifluoro-2-hydroxy-1-methyl-propyl]-phenyl ester), COC(=O)C1=CC=C(C=C1)B(O)O ((4-methoxycarbonyl-phenyl) boronic acid). Yields the product COC(=O)C1=CC=C(C=C1)C1=CC(=C(C=C1)C(C(C(F)(F)F)(O)C1=CC(=NC=C1)C1=CC=C(C=C1)C(=O)O)C)Cl (4′-{2-[2-(4-Carboxy-phenyl)-pyridin-4-yl]-3,3,3-trifluoro-2-hydroxy-1-methyl-propyl}-3′-chloro-biphenyl-4-carboxylic acid methyl ester). RXN SMILES: [Cl:1][C:2]1[CH:3]=[C:4](OS(C(F)(F)F)(=O)=O)[CH:5]=[CH:6][C:7]=1[CH:8]([CH3:22])[C:9]([C:15]1[CH:20]=[CH:19][N:18]=[C:17](Cl)[CH:16]=1)([OH:14])[C:10]([F:13])([F:12])[F:11].[CH3:31][O:32][C:33]([C:35]1[CH:40]=[CH:39][C:38](B(O)O)=[CH:37][CH:36]=1)=[O:34]>>[CH3:31][O:32][C:33]([C:35]1[CH:40]=[CH:39][C:38]([C:4]2[CH:5]=[CH:6][C:7]([CH:8]([CH3:22])[C:9]([C:15]3[CH:20]=[CH:19][N:18]=[C:17]([C:38]4[CH:39]=[CH:40][C:35]([C:33]([OH:34])=[O:32])=[CH:36][CH:37]=4)[CH:16]=3)([OH:14])[C:10]([F:11])([F:13])[F:12])=[C:2]([Cl:1])[CH:3]=2)=[CH:37][CH:36]=1)=[O:34]. Reported procedure: In analogy to Example 49, trifluoromethanesulfonic acid 3-chloro-4-[2-(2-chloro-pyridin-4-yl)-3,3,3-trifluoro-2-hydroxy-1-methyl-propyl]-phenyl ester) (Example 26, step 1) was reacted with (4-methoxycarbonyl-phenyl) boronic acid 19 h at 70° C. to give the title compound as a white solid. MS (m/e)=584.2 [M+H+]. Starting materials: [I-].[Na+] (Sodium iodide), ClCCOC(C1=CC(=CC=C1)O)=C1C2CC3CC(CC1C3)C2 ([(2-chloroethoxy)(3-hydroxyphenyl)methylene]adamantane), C(C)(=O)OCC.CCCCCC (ethyl acetate hexane). Run in CC(=O)C (acetone). Yields the product OC=1C=C(C=CC1)C(OCCI)=C1C2CC3CC(CC1C3)C2 ([(3-Hydroxyphenyl)(2-iodoethoxy)methylene]adamantane). Yield: 102.9%. Reaction SMILES: [I-:1].[Na+].Cl[CH2:4][CH2:5][O:6][C:7](=[C:15]1[CH:22]2[CH2:23][CH:18]3[CH2:19][CH:20]([CH2:24][CH:16]1[CH2:17]3)[CH2:21]2)[C:8]1[CH:13]=[CH:12][CH:11]=[C:10]([OH:14])[CH:9]=1.C(OCC)(=O)C.CCCCCC>CC(C)=O>[OH:14][C:10]1[CH:9]=[C:8]([C:7](=[C:15]2[CH:22]3[CH2:23][CH:18]4[CH2:19][CH:20]([CH2:24][CH:16]2[CH2:17]4)[CH2:21]3)[O:6][CH2:5][CH2:4][I:1])[CH:13]=[CH:12][CH:11]=1 |f:0.1,3.4|. Procedure: Sodium iodide (14.0 g, 0.09 mol) and [(2-chloroethoxy)(3-hydroxyphenyl)methylene]adamantane (3.0 g, 0.009 mol) were dissolved in dry acetone and refluxed for 6 days. The reaction was followed by TLC analysis (silica gel, 10% ethyl acetate/hexane) and after the completion of reaction, solvent was evaporated to obtain a white solid. This solid was washed with methylene chloride several times and the combined organic layers were again washed with water. The organic layer was dried over MgSO4 and co... Procedure details: To a solution of dimethyl(4-(3-pyridyloxy))butylamine (1.26 g, 6.49 mmol) in ethanol (10 mL) was added galactaric acid (0.682 g, 3.25 mmol). Water (3 mL) was added drop-wise, while warming the solution to reflux. To remove some white, insoluble solids, the warm solution was filtered through a glass wool plug, washing the filter plug with a warm solution of ethanol-water (4:1, v/v) (4 mL). The filtrate was diluted with ethanol (80 mL). The mixture was allowed to cool to ambient temperature and wa... As a reaction SMILES: [CH3:1][N:2]([CH3:14])[CH2:3][CH2:4][CH2:5][CH2:6][O:7][C:8]1[CH:9]=[N:10][CH:11]=[CH:12][CH:13]=1.[O:15]=[C:16]([OH:28])[C@@H:17]([C@H:19]([C@H:21]([C@@H:23]([C:25]([OH:27])=[O:26])[OH:24])[OH:22])[OH:20])[OH:18].O>C(O)C>[O:15]=[C:16]([OH:28])[C@@H:17]([C@H:19]([C@H:21]([C@@H:23]([C:25]([OH:27])=[O:26])[OH:24])[OH:22])[OH:20])[OH:18].[CH3:14][N:2]([CH3:1])[CH2:3][CH2:4][CH2:5][CH2:6][O:7][C:8]1[CH:9]=[N:10][CH:11]=[CH:12][CH:13]=1.[CH3:1][N:2]([CH2:3][CH2:4][CH2:5][CH2:6][O:7][C:8]1[CH:9]=[N:10][CH:11]=[CH:12][CH:13]=1)[CH3:14] |f:4.5.6|. The solvent is C(C)O (ethanol). Product: O=C([C@H](O)[C@@H](O)[C@@H](O)[C@H](O)C(=O)O)O.CN(CCCCOC=1C=NC=CC1)C.CN(C)CCCCOC=1C=NC=CC1 (Dimethyl(4-(3-pyridyloxy)butyl)amine Hemigalactarate). Starting materials: CN(CCCCOC=1C=NC=CC1)C (dimethyl(4-(3-pyridyloxy))butylamine), O=C([C@H](O)[C@@H](O)[C@@H](O)[C@H](O)C(=O)O)O (galactaric acid), O (Water). The reactants are FC(C1=C(C=CC=C1)[Mg]Br)(F)F (2-(trifluoromethyl)phenylmagnesium bromide), C1(=CC=C(C=C1)C=O)C (p-tolualdehyde), FC(C1=C(C(C2=CC=CC=C2)O)C=CC(=C1)Cl)(F)F (2-(trifluoromethyl)-4-chlorobenzhydrol). The product is FC(C1=C(C(C2=CC=C(C=C2)C)O)C=CC=C1)(F)F (2-(trifluoromethyl)-4′-methylbenzhydrol). As a reaction SMILES: [F:1][C:2]([F:12])([F:11])[C:3]1[CH:8]=[CH:7][CH:6]=[CH:5][C:4]=1[Mg]Br.[C:13]1([CH3:21])[CH:18]=[CH:17][C:16]([CH:19]=[O:20])=[CH:15][CH:14]=1.FC(F)(F)C1C=C(Cl)C=CC=1C(O)C1C=CC=CC=1>>[F:1][C:2]([F:12])([F:11])[C:3]1[CH:8]=[CH:7][CH:6]=[CH:5][C:4]=1[CH:19]([OH:20])[C:16]1[CH:17]=[CH:18][C:13]([CH3:21])=[CH:14][CH:15]=1. Reported procedure: This material was prepared from 2-(trifluoromethyl)phenylmagnesium bromide (16 mmol) and p-tolualdehyde (1.82 mL, 15 mmol) using the procedure described for compound (96) (4.28 g, 100%). Reactants: BrCC(C(CC1=CC=CC=C1)(C)C)=O (1-bromo-3,3-dimethyl-4-phenylbutan-2-one), N1N=CN=C1 (1,2,4-triazole), C([O-])([O-])=O.[K+].[K+] (potassium carbonate). Solvent: CC(=O)C (acetone). Product: CC(C(CN1N=CN=C1)=O)(CC1=CC=CC=C1)C (3,3-dimethyl-4-phenyl-1-(1,2,4-triazol-1-yl)-butan-2-one). Isolated yield 48.3%. RXN SMILES: Br[CH2:2][C:3](=[O:14])[C:4]([CH3:13])([CH3:12])[CH2:5][C:6]1[CH:11]=[CH:10][CH:9]=[CH:8][CH:7]=1.[NH:15]1[CH:19]=[N:18][CH:17]=[N:16]1.C(=O)([O-])[O-].[K+].[K+]>CC(C)=O>[CH3:12][C:4]([CH3:13])([CH2:5][C:6]1[CH:11]=[CH:10][CH:9]=[CH:8][CH:7]=1)[C:3](=[O:14])[CH2:2][N:15]1[CH:19]=[N:18][CH:17]=[N:16]1 |f:2.3.4|. Procedure: 74 g (0.29 mol) of 1-bromo-3,3-dimethyl-4-phenylbutan-2-one, 40 g (0.58 mol) of 1,2,4-triazole and 80 g of potassium carbonate are dissolved in 700 ml of acetone, and the solution is heated under reflux for 3 hours. Thereafter, it is allowed to cool and is filtered off under suction from the inorganic residue, and the filtrate is concentrated. The residue is recrystallized from ether. 34.1 g (48.4% of theory) of 3,3-dimethyl-4-phenyl-1-(1,2,4-triazol-1-yl)-butan-2-one of melting point 79° C. are... Reactants: C[Mg]Cl (Methyl magnesium chloride), COCCCOC=1C=C(C=O)C=CC1O[Si](C(C)C)(C(C)C)C(C)C (3-(3-methoxypropoxy)-4-[(triisopropylsilyl)oxy]benzaldehyde), [Cl-].[NH4+] (ammonium chloride). Solvent: O1CCCC1 (tetrahydrofuran). Conditions: temperature 0 celsius. Product: COCCCOC=1C=C(C=CC1O[Si](C(C)C)(C(C)C)C(C)C)C(C)O (1-{3-(3-methoxypropoxy)-4-[(triisopropylsilyl)oxy]phenyl}ethanol). Isolated yield 99.9%. As a reaction SMILES: [CH3:1][O:2][CH2:3][CH2:4][CH2:5][O:6][C:7]1[CH:8]=[C:9]([CH:12]=[CH:13][C:14]=1[O:15][Si:16]([CH:23]([CH3:25])[CH3:24])([CH:20]([CH3:22])[CH3:21])[CH:17]([CH3:19])[CH3:18])[CH:10]=[O:11].[CH3:26][Mg]Cl.[Cl-].[NH4+]>O1CCCC1>[CH3:1][O:2][CH2:3][CH2:4][CH2:5][O:6][C:7]1[CH:8]=[C:9]([CH:10]([OH:11])[CH3:26])[CH:12]=[CH:13][C:14]=1[O:15][Si:16]([CH:23]([CH3:25])[CH3:24])([CH:20]([CH3:22])[CH3:21])[CH:17]([CH3:18])[CH3:19] |f:2.3|. Procedure: 3-(3-methoxypropoxy)-4-[(triisopropylsilyl)oxy]benzaldehyde (12 g, 32.7 mmol) was dissolved in tetrahydrofuran (300 mL) and the solution was cooled to 0° C. Methyl magnesium chloride (109 mL, 327 mmol) was added dropwise. The temperature was then allowed to rise to room temperature and the mixture was stirred an hour. At 0° C., saturated aqueous ammonium chloride was added to hydrolyze the reaction mixture. The aqueous layer was extracted twice with ethyl acetate. The combined organic layers wer...